Dataset: the Open Reaction Database (ORD), a public repository of structured organic reaction records. Task: describe an organic reaction: reactants, conditions, products, and yield Starting materials: CC(=O)O[BH-](OC(C)=O)OC(C)=O, O=C([O-])O, COCCOc1cc(N(C)S(=O)(=O)c2ccccn2)c2[nH]c(C(=O)NCC(C)(C=O)SCc3ccccc3)cc2c1, C1CSCCN1, ClCCCl, [Na+], [Na+]. The product is COCCOc1cc(N(C)S(=O)(=O)c2ccccn2)c2[nH]c(C(=O)NCC(C)(CN3CCSCC3)SCc3ccccc3)cc2c1. RXN SMILES: [C:48]([O:49][BH-:50]([O:51][C:52](=[O:53])[CH3:54])[O:55][C:56](=[O:57])[CH3:58])(=[O:59])[CH3:60].[C:62](=[O:63])([OH:64])[O-:65].[CH2:1]([c:2]1[cH:3][cH:4][cH:5][cH:6][cH:7]1)[S:8][C:9]([CH2:10][NH:11][C:12](=[O:13])[c:14]1[nH:15][c:16]2[c:17]([N:28]([S:29](=[O:30])(=[O:31])[c:32]3[n:33][cH:34][cH:35][cH:36][cH:37]3)[CH3:38])[cH:18][c:19]([O:23][CH2:24][CH2:25][O:26][CH3:27])[cH:20][c:21]2[cH:22]1)([CH:39]=[O:40])[CH3:41].[CH2:42]1[CH2:43][S:44][CH2:45][CH2:46][NH:47]1.[Cl:67][CH2:68][CH2:69][Cl:70].[Na+:61].[Na+:66]>>[CH2:1]([c:2]1[cH:3][cH:4][cH:5][cH:6][cH:7]1)[S:8][C:9]([CH2:10][NH:11][C:12](=[O:13])[c:14]1[nH:15][c:16]2[c:17]([N:28]([S:29](=[O:30])(=[O:31])[c:32]3[n:33][cH:34][cH:35][cH:36][cH:37]3)[CH3:38])[cH:18][c:19]([O:23][CH2:24][CH2:25][O:26][CH3:27])[cH:20][c:21]2[cH:22]1)([CH2:39][N:47]1[CH2:42][CH2:43][S:44][CH2:45][CH2:46]1)[CH3:41]. Reactants: IC1=CC=C(C(=O)Cl)C=C1 (4-iodobenzoyl chloride), [OH-].[Na+] (sodium hydroxide), CC1=CC(=C(C=C1)N1CCNCC1)C=C (1-(4-Methyl-2-vinylphenyl)piperazine). The solvent is O1CCCC1 (tetrahydrofuran). Conditions: time 8 hour. The product is IC1=CC=C(C=C1)C(=O)N1CCN(CC1)C1=C(C=C(C=C1)C)C=C ((4-iodophenyl)[4-(4-methyl-2-vinylphenyl)piperazin-1-yl]methanone). Isolated yield 77.2%. RXN SMILES: [CH3:1][C:2]1[CH:7]=[CH:6][C:5]([N:8]2[CH2:13][CH2:12][NH:11][CH2:10][CH2:9]2)=[C:4]([CH:14]=[CH2:15])[CH:3]=1.[I:16][C:17]1[CH:25]=[CH:24][C:20]([C:21](Cl)=[O:22])=[CH:19][CH:18]=1.[OH-].[Na+]>O1CCCC1>[I:16][C:17]1[CH:25]=[CH:24][C:20]([C:21]([N:11]2[CH2:12][CH2:13][N:8]([C:5]3[CH:6]=[CH:7][C:2]([CH3:1])=[CH:3][C:4]=3[CH:14]=[CH2:15])[CH2:9][CH2:10]2)=[O:22])=[CH:19][CH:18]=1 |f:2.3|. Reported procedure: A mixture of 4-bromo-3-chlorotoluene (2.1 g), Boc-piperazine (1.9 g), palladium acetate (112 mg), rac-2,2′-bis(diphenylphosphino)-1,1′-binaphthyl (312 mg), sodium tert-butoxide (1.4 g) and toluene (20 mL) was refluxed for 5 hr. After cooling, water was added to the reaction mixture, and the mixture was extracted with ethyl acetate. The organic layer was washed with saturated brine, and the solvent was evaporated. The residue was purified by column chromatography (chloroform) to give 4-(2-chloro-...